This data is from the Open Reaction Database (ORD), a public repository of structured organic reaction records. The task is: describe an organic reaction: reactants, conditions, products, and yield Reactants: BrCc1ccccc1, CC(C)=O, [K+], [K+], O=C([O-])[O-], Cc1cc(C=O)cc(C)c1O. Yields the product Cc1cc(C=O)cc(C)c1OCc1ccccc1. Reaction SMILES: [CH2:7]([c:8]1[cH:9][cH:10][cH:11][cH:12][cH:13]1)[Br:14].[CH3:26][C:27](=[O:28])[CH3:29].[K+:1].[K+:2].[O-:3][C:4]([O-:5])=[O:6].[OH:15][c:16]1[c:17]([CH3:25])[cH:18][c:19]([CH:20]=[O:21])[cH:22][c:23]1[CH3:24]>>[CH2:7]([c:8]1[cH:9][cH:10][cH:11][cH:12][cH:13]1)[O:15][c:16]1[c:17]([CH3:25])[cH:18][c:19]([CH:20]=[O:21])[cH:22][c:23]1[CH3:24].